From a dataset of the Open Reaction Database (ORD), a public repository of structured organic reaction records. describe an organic reaction: reactants, conditions, products, and yield Starting materials: Cl (hydrochloric acid), C(C)O (Ethanol), Cl.[N+](=O)([O-])C1=C(C=CC=C1)CC(OCC)=N (ethyl 2-(2-nitrophenyl)acetimidate hydrochloride), ice water, COC(CN)OC (aminoacetaldehyde dimethylacetal). Solvent: [OH-].[Na+] (sodium hydroxide). Yields the product [N+](=O)([O-])C1=C(CC=2NC=CN2)C=CC=C1 (2-(2-nitrobenzyl)-imidazole). RXN SMILES: C(O)C.Cl.[N+:5]([C:8]1[CH:13]=[CH:12][CH:11]=[CH:10][C:9]=1[CH2:14][C:15](=[NH:19])OCC)([O-:7])=[O:6].CO[CH:22](OC)[CH2:23][NH2:24].Cl>[OH-].[Na+]>[N+:5]([C:8]1[CH:13]=[CH:12][CH:11]=[CH:10][C:9]=1[CH2:14][C:15]1[NH:19][CH:22]=[CH:23][N:24]=1)([O-:7])=[O:6] |f:1.2,5.6|. Procedure details: Ethanol (2,200 ml) and 5,156 g (8.81 moles) of ethyl 2-(2-nitrophenyl)acetimidate hydrochloride were charged into a 22 liter flask. The suspension was stirred under nitrogen at room temperature and 1022.9 g (9.73 moles) of aminoacetaldehyde dimethylacetal were added all at once. The mixture was stirred for 1 hour and 1,693 ml of 12N hydrochloric acid were added all at once to cause a gentle exotherm (to 40°). Heat was then applied and the temperature was maintained at 70°-80° for 30 minutes. The... Reactants: C(C)O[K] (EtOK), SC1=NC=CC=N1 (2-mercaptopyrimidine), [Cl-].C(=C)C1=CC=CC=C1 (4-vinylbenzene chloride). The yield is 92.0%. Run in C(C)O (ethanol). As a reaction SMILES: [SH:1][C:2]1[N:7]=[CH:6][CH:5]=[CH:4][N:3]=1.[CH2:8](O[K])C.[Cl-].[CH:13]([C:15]1[CH:20]=[CH:19][CH:18]=[CH:17][CH:16]=1)=[CH2:14]>C(O)C>[CH:13]([C:15]1[CH:20]=[CH:19][C:18]([CH2:8][S:1][C:2]2[N:7]=[CH:6][CH:5]=[CH:4][N:3]=2)=[CH:17][CH:16]=1)=[CH2:14] |f:2.3|. Product: C(=C)C1=CC=C(CSC2=NC=CC=N2)C=C1 (2-(4-vinylbenzylthio)pyrimidine). Procedure: 10 mmole of 2-mercaptopyrimidine was dissolved in 20 ml of ethanol in stirring. 10 mole of EtOK was added to the solution, stirred for 5 minutes. Then, 10 mmole of 4-vinylbenzene chloride was added, and stirred overnight. The white precipitate was removed by filtration, the solvent in the filtrate was removed in vacuum. The obtained liquid was separated with a Si gel column (solvents: 1 ethylacetate/3 hexane). 2.1 g product was obtained. Yield: 92%. 1H NMR (CD3Cl): 8.51 (2H, d, JH-H=4.60), 7.38 ... The reactants are ClCC(=O)OC (methyl chloroacetate), C([O-])([O-])=O.[K+].[K+] (potassium carbonate), BrC=1N(C(NN1)=O)CC1=CC(=CC=C1)F (5-bromo-4-(3-fluorobenzyl)-2,4-dihydro-3H-1,2,4-triazol-3-one), Cl (hydrochloric acid). Solvent: C(C)#N (acetonitrile), C(C)(=O)OCC (ethyl acetate). Product: COC(CN1N=C(N(C1=O)CC1=CC(=CC=C1)F)Br)=O (Methyl[3-bromo-4-(3-fluorobenzyl)-5-oxo-4,5-dihydro-1H-1,2,4-triazol-1-yl]-acetate). As a reaction SMILES: [Br:1][C:2]1[N:3]([CH2:8][C:9]2[CH:14]=[CH:13][CH:12]=[C:11]([F:15])[CH:10]=2)[C:4](=[O:7])[NH:5][N:6]=1.Cl[CH2:17][C:18]([O:20][CH3:21])=[O:19].C(=O)([O-])[O-].[K+].[K+].Cl>C(#N)C.C(OCC)(=O)C>[CH3:21][O:20][C:18](=[O:19])[CH2:17][N:5]1[C:4](=[O:7])[N:3]([CH2:8][C:9]2[CH:14]=[CH:13][CH:12]=[C:11]([F:15])[CH:10]=2)[C:2]([Br:1])=[N:6]1 |f:2.3.4|. Procedure details: 1.50 g (4.69 mmol) of the compound from Example 137A are stirred under reflux for 4 hrs together with 508 mg (4.69 mmol) of methyl chloroacetate and 1.30 g (9.4 mmol) of potassium carbonate in 33 ml acetonitrile. After cooling, the mixture is neutralized with 1 N hydrochloric acid and diluted with ethyl acetate. The organic phase is separated, washed with saturated sodium chloride solution, dried over sodium sulphate and freed of the volatile components on the rotary evaporator. The residue is d... Reactants: CN(CCNC1=CC=C(C=C1)[N+](=O)[O-])C (4-(2-dimethylamino-ethylamino)-nitrobenzene), O1C(=CC=C1)C(=O)Cl (furan-2-carbonyl chloride). Product: CN(CCN(C(=O)C=1OC=CC1)C1=CC=C(C=C1)[N+](=O)[O-])C (4-[N-(2-dimethylamino-ethyl)-N-(furan-2-carbonyl)-amino]-nitrobenzene). Reaction SMILES: [CH3:1][N:2]([CH3:15])[CH2:3][CH2:4][NH:5][C:6]1[CH:11]=[CH:10][C:9]([N+:12]([O-:14])=[O:13])=[CH:8][CH:7]=1.[O:16]1[CH:20]=[CH:19][CH:18]=[C:17]1[C:21](Cl)=[O:22]>>[CH3:1][N:2]([CH3:15])[CH2:3][CH2:4][N:5]([C:6]1[CH:11]=[CH:10][C:9]([N+:12]([O-:14])=[O:13])=[CH:8][CH:7]=1)[C:21]([C:17]1[O:16][CH:20]=[CH:19][CH:18]=1)=[O:22]. Reported procedure: Prepared from 4-(2-dimethylamino-ethylamino)-nitrobenzene and furan-2-carbonyl chloride Reactants: CC(C)(C)OC(=O)N1Cc2ccc(C=C(F)F)cc2C1, C1CCOC1, CS(C)=O, [F-], [K+], O. The product is CC(C)(C)OC(=O)N1Cc2ccc(CC(F)(F)F)cc2C1. As a reaction SMILES: [C:1]([CH3:2])([CH3:3])([CH3:4])[O:5][C:6](=[O:7])[N:8]1[CH2:9][c:10]2[cH:11][cH:12][c:13]([CH:17]=[C:18]([F:19])[F:20])[cH:14][c:15]2[CH2:16]1.[CH2:28]1[O:29][CH2:30][CH2:31][CH2:32]1.[CH3:23][S:24]([CH3:25])=[O:26].[F-:21].[K+:22].[OH2:27]>>[C:1]([CH3:2])([CH3:3])([CH3:4])[O:5][C:6](=[O:7])[N:8]1[CH2:9][c:10]2[cH:11][cH:12][c:13]([CH2:17][C:18]([F:19])([F:20])[F:21])[cH:14][c:15]2[CH2:16]1. The reactants are CCC(=O)C(=O)OC, COC(OC)N(C)C. The product is COC(=O)C(=O)C(C)=CN(C)C. RXN SMILES: [CH3:1][O:2][C:3]([C:4]([CH2:5][CH3:6])=[O:7])=[O:8].[CH3:9][O:10][CH:11]([N:12]([CH3:13])[CH3:14])[O:15][CH3:16]>>[CH3:1][O:2][C:3]([C:4]([C:5]([CH3:6])=[CH:11][N:12]([CH3:13])[CH3:14])=[O:7])=[O:8]. The reactants are CC1(OB(OC1(C)C)C1=C2C=CNC2=CC=C1)C (4-(4,4,5,5-tetramethyl-[1,3,2]dioxaborolan-2-yl)-1H-indole), BrC=1C=C(C=CC1)Cl (3-bromochlorobenzene), [OH-].[Na+] (sodium hydroxide). Reagents/catalysts: [Pd] (Palladium). Run in C1CCOC1 (THF), C(C)(=O)OCC (ethyl acetate). Run at temperature 70 celsius, time 15 hour. Product: ClC=1C=C(C=CC1)C1=C2C=CNC2=CC=C1 (4-(3-Chloro-phenyl)-1H-indole). The yield is 90.5%. Reaction SMILES: CC1(C)C(C)(C)OB([C:9]2[CH:17]=[CH:16][CH:15]=[C:14]3[C:10]=2[CH:11]=[CH:12][NH:13]3)O1.Br[C:20]1[CH:21]=[C:22]([Cl:26])[CH:23]=[CH:24][CH:25]=1.[OH-].[Na+]>C1COCC1.[Pd].C(OCC)(=O)C>[Cl:26][C:22]1[CH:21]=[C:20]([C:9]2[CH:17]=[CH:16][CH:15]=[C:14]3[C:10]=2[CH:11]=[CH:12][NH:13]3)[CH:25]=[CH:24][CH:23]=1 |f:2.3|. Procedure: To a mixture of 4-(4,4,5,5-tetramethyl-[1,3,2]dioxaborolan-2-yl)-1H-indole (3, 2.43 g, 10 mmol), and 3-bromochlorobenzene (1.76 mL, 15 mmol) in THF (34 mL)) were added Palladium catalyst Pd(PPh3)4 (347 mg, 0.3 mmol) and the freshly prepared sodium hydroxide solution (1.20 g, 30 mmol in 14 mL water). The system was degassed and then charged with nitrogen. The degas procedure was repeated for three times. The mixture was stirred under nitrogen at 70° C. oil bath for 15 hours. TLC showed the comple... Starting materials: OCNC(C(Cl)(Cl)Cl)=O (N-(hydroxymethyl)trichloroacetamide), N[C@@H](CC1=CC=CC=C1)C(=O)O (L-Phenylalanine), OS(=O)(=O)O (H2SO4), ClC(=O)OCC1=CC=CC=C1 (benzyl chloroformate), Cl (HCl). Conditions: temperature 25 celsius, time 1 hour. Yields the product C(C1=CC=CC=C1)OC(=O)N[C@H](C(=O)O)CC1=CC=C(C=C1)CNC(C(Cl)(Cl)Cl)=O ((S)-2-(((Benzyloxy)carbonyl)amino)-3-(4-((2,2,2-trichloroacetamido)methyl)phenyl)propanoic acid), solid. Yield: 35.0%. As a reaction SMILES: [NH2:1][C@H:2]([C:10]([OH:12])=[O:11])[CH2:3][C:4]1[CH:9]=[CH:8][CH:7]=[CH:6][CH:5]=1.OS(O)(=O)=O.O[CH2:19][NH:20][C:21](=[O:26])[C:22]([Cl:25])([Cl:24])[Cl:23].Cl[C:28]([O:30][CH2:31][C:32]1[CH:37]=[CH:36][CH:35]=[CH:34][CH:33]=1)=[O:29].Cl>>[CH2:31]([O:30][C:28]([NH:1][C@@H:2]([CH2:3][C:4]1[CH:9]=[CH:8][C:7]([CH2:19][NH:20][C:21](=[O:26])[C:22]([Cl:25])([Cl:24])[Cl:23])=[CH:6][CH:5]=1)[C:10]([OH:12])=[O:11])=[O:29])[C:32]1[CH:37]=[CH:36][CH:35]=[CH:34][CH:33]=1. Procedure details: L-Phenylalanine (8, 8.26 g, 50.0 mmol) was added in portions to concentrated H2SO4 (35 mL) maintaining the temperature at 25° C. N-(hydroxymethyl)trichloroacetamide (1.05 eq., 52.5 mmol, 10.1 g) was added in portions while maintaining the temperature at 20-25° C. The cooling bath was removed and the light-brown cloudy solution was stirred at room temperature for 1 hour. The reaction mixture was added to ice (500 mL) and the pH was adjusted to pH 5.5 with 8 M aq. NaOH solution while maintaining t...